This data is from the Open Reaction Database (ORD), a public repository of structured organic reaction records. The task is: describe an organic reaction: reactants, conditions, products, and yield Reactants: CI, CN(C)C(=O)Nc1cc(C(C)(C)C)on1, CN(C)C=O, [H-], [Na+]. Yields the product CN(C)C(=O)N(C)c1cc(C(C)(C)C)on1. Reaction SMILES: [CH3:18][I:19].[CH3:1][N:2]([C:3](=[O:4])[NH:5][c:6]1[n:7][o:8][c:9]([C:11]([CH3:12])([CH3:13])[CH3:14])[cH:10]1)[CH3:15].[CH3:20][N:21]([CH3:22])[CH:23]=[O:24].[H-:16].[Na+:17]>>[CH3:1][N:2]([C:3](=[O:4])[N:5]([c:6]1[n:7][o:8][c:9]([C:11]([CH3:12])([CH3:13])[CH3:14])[cH:10]1)[CH3:18])[CH3:15]. The reactants are CN(C=O)C (dimethylformamide), C(C=C)(=O)NC(CS(=O)(=O)[O-])(C)C.[Na+] (sodium 2-acrylamido-2-methylpropanesulfonate), COC1=CC=C(C=C1)O (p-methoxyphenol), product. Solvent: C1=CC=CC=C1 (benzene). Run at time 3 hour. The product is S(=O)(=O)(OC)OC (dimethyl sulfate), C(C=C)(=O)NC(CS(=O)(=O)OC)(C)C (methyl 2-acrylamido-2-methylpropanesulfonate). Reaction SMILES: [CH3:1]N(C)[CH:3]=[O:4].[C:6]([NH:10][C:11]([CH3:18])([CH3:17])[CH2:12][S:13]([O-:16])(=[O:15])=[O:14])(=[O:9])[CH:7]=[CH2:8].[Na+].[CH3:20]OC1C=CC(O)=CC=1>C1C=CC=CC=1>[S:13]([O:4][CH3:3])([O:16][CH3:20])(=[O:14])=[O:15].[C:6]([NH:10][C:11]([CH3:18])([CH3:17])[CH2:12][S:13]([O:16][CH3:1])(=[O:14])=[O:15])(=[O:9])[CH:7]=[CH2:8] |f:1.2|. Procedure details: An addition product of dimethyl sulfate and dimethylformamide is prepared according to the method of Example 3. To 0.5 mole of this product is added a mixture of 59 grams (0.25 mole) of sodium 2-acrylamido-2-methylpropanesulfonate, 0.1 gram of p-methoxyphenol and 500 ml. of benzene. The mixture is heated under reflux, with stirring, for three hours, after which the benzene is evaporated under vacuum. The remaining solid is recrystallized from a benzene-cyclohexane mixture to yield the desired me... Reactants: O1C=CC=2C=NC=CC21 (furo[3,2-c]pyridine), O.O.O.C(C)(=O)[O-].[Na+] (sodium acetate trihydrate), NOS(=O)(=O)O (hydroxylamine-O-sulfonic acid), C(CCC)[Li] (butyl lithium), CCCCCC (hexane), C(C)(C)NC(C)C (diisopropylamine). Run in O1CCCC1 (tetrahydrofuran), O1CCCC1 (tetrahydrofuran). Reaction conditions: temperature -70 celsius, time 15 minute. Product: S(N)(=O)(=O)C1=CC=2C=NC=CC2O1 (2-Sulfamoylfuro[3,2-c]pyridine). Yield: 40.9%. As a reaction SMILES: C([NH:4]C(C)C)(C)C.C([Li])CCC.CCCCCC.[O:19]1[C:27]2[CH:26]=[CH:25][N:24]=[CH:23][C:22]=2[CH:21]=[CH:20]1.O.O.O.C([O-])(=O)C.[Na+].N[O:37][S:38]([OH:41])(=O)=O>O1CCCC1>[S:38]([C:20]1[O:19][C:27]2[CH:26]=[CH:25][N:24]=[CH:23][C:22]=2[CH:21]=1)(=[O:41])(=[O:37])[NH2:4] |f:4.5.6.7.8|. Procedure: To a solution of distilled diisopropylamine (16.2 ml, 0.116 mol) in distilled tetrahydrofuran (115 ml), cooled at -10° C., under a nitrogen atmosphere, was added 1.56M butyl lithium in hexane (75.3 ml, 0.117 mol). After 15 minutes, the solution was cooled to -70° C. and there was added dropwise a solution of furo[3,2-c]pyridine (11.74 g, 0.0987 mol) in tetrahydrofuran (70 ml). With vigorous stirring the gummy precipitate formed a salmon-colored powder. After one hour, sulfur dioxide gas was bubb... Starting materials: NC1=CC=C(C=C1)CCCC1(OCCO1)C (2-[3-(4-aminophenyl)propyl]-2-methyl-1,3-dioxolane), C1C(O1)CO (glycidol). Solvent: C(C)O (ethanol). Reaction conditions: time 8 hour. Product: OC(CNC1=CC=C(C=C1)CCCC1(OCCO1)C)CO (2-[3-[4-(2,3-dihydroxypropyl)aminophenyl]propyl]-2-methyl-1,3-dioxolane). Yield: 44.0%. RXN SMILES: [NH2:1][C:2]1[CH:7]=[CH:6][C:5]([CH2:8][CH2:9][CH2:10][C:11]2([CH3:16])[O:15][CH2:14][CH2:13][O:12]2)=[CH:4][CH:3]=1.[CH2:17]1[O:19][CH:18]1[CH2:20][OH:21]>C(O)C>[OH:19][CH:18]([CH2:20][OH:21])[CH2:17][NH:1][C:2]1[CH:7]=[CH:6][C:5]([CH2:8][CH2:9][CH2:10][C:11]2([CH3:16])[O:12][CH2:13][CH2:14][O:15]2)=[CH:4][CH:3]=1. Procedure details: To a solution of 10 g (0.045 mol) of 230113 (Example 9--Step 3) in 60 ml of ethanol, are added 3.34 g (0.045 mol) of glycidol and left under stirring overnight. After concentration, the product is obtained by chromatography (silica, eluent: CH2Cl2 :97, CH3OH:3); Yield=44%. The reactants are CC(=O)c1nn(C)c(-c2ccc(Cl)c(Cl)c2)c1O, COC(=O)C1CCN(C(=S)NN)CC1. Yields the product COC(=O)C1CCN(C(=S)NN=C(C)c2nn(C)c(-c3ccc(Cl)c(Cl)c3)c2O)CC1. Reaction SMILES: [Cl:1][c:2]1[cH:3][c:4](-[c:9]2[c:10]([OH:18])[c:11]([C:15]([CH3:16])=[O:17])[n:12][n:13]2[CH3:14])[cH:5][cH:6][c:7]1[Cl:8].[NH:19]([NH2:20])[C:21](=[S:22])[N:23]1[CH2:24][CH2:25][CH:26]([C:29](=[O:30])[O:31][CH3:32])[CH2:27][CH2:28]1>>[Cl:1][c:2]1[cH:3][c:4](-[c:9]2[c:10]([OH:18])[c:11]([C:15]([CH3:16])=[N:20][NH:19][C:21](=[S:22])[N:23]3[CH2:24][CH2:25][CH:26]([C:29](=[O:30])[O:31][CH3:32])[CH2:27][CH2:28]3)[n:12][n:13]2[CH3:14])[cH:5][cH:6][c:7]1[Cl:8]. As a reaction SMILES: [Cl:1][c:2]1[c:3]([O:15][CH3:16])[cH:4][c:5]([O:6][CH:7]([CH2:8][C:9](=[O:10])[OH:11])[CH3:12])[cH:13][cH:14]1.[FH:17]>>[Cl:1][c:2]1[c:3]([O:15][CH3:16])[cH:4][c:5]2[c:13]([cH:14]1)[C:9](=[O:11])[CH2:8][CH:7]([CH3:12])[O:6]2. The product is COc1cc2c(cc1Cl)C(=O)CC(C)O2. The reactants are COc1cc(OC(C)CC(=O)O)ccc1Cl, F.